Dataset: the Open Reaction Database (ORD), a public repository of structured organic reaction records. Task: describe an organic reaction: reactants, conditions, products, and yield Yields the product CC(=O)c1ccc(OC2CCOCC2)c(-c2ccc(Cl)s2)c1. Reactants: CS(C)=O, CC(=O)c1ccc(F)c(-c2ccc(Cl)s2)c1, [H-], [Na+], OC1CCOCC1. As a reaction SMILES: [CH3:26][S:27]([CH3:28])=[O:29].[Cl:10][c:11]1[cH:12][cH:13][c:14](-[c:16]2[cH:17][c:18]([C:23]([CH3:24])=[O:25])[cH:19][cH:20][c:21]2[F:22])[s:15]1.[H-:8].[Na+:9].[O:1]1[CH2:2][CH2:3][CH:4]([OH:7])[CH2:5][CH2:6]1>>[O:1]1[CH2:2][CH2:3][CH:4]([O:7][c:21]2[c:16](-[c:14]3[cH:13][cH:12][c:11]([Cl:10])[s:15]3)[cH:17][c:18]([C:23]([CH3:24])=[O:25])[cH:19][cH:20]2)[CH2:5][CH2:6]1. The reactants are C(=O)(O)CCCCCC(C1=CC=CC=C1)C1=C(C(C(=C(C1=O)C)C)=O)C (6-(6-Carboxy-1-phenylhexyl)-2,3,5-trimethylbenzoquinone), [N+](=[N-])=C.CCOCC (Diazomethane ether), raw material. Solvent: CCOCC (ether). The product is COC(=O)CCCCCC(C1=CC=CC=C1)C1=C(C(C(=C(C1=O)C)C)=O)C (6-(6-methoxycarbonyl-1-phenylhexyl)-2,3,5-trimethylbenzoquinone). Reaction SMILES: [C:1]([CH2:4][CH2:5][CH2:6][CH2:7][CH2:8][CH:9]([C:16]1[C:21](=[O:22])[C:20]([CH3:23])=[C:19]([CH3:24])[C:18](=[O:25])[C:17]=1[CH3:26])[C:10]1[CH:15]=[CH:14][CH:13]=[CH:12][CH:11]=1)([OH:3])=[O:2].[N+](=[CH2:29])=[N-].CCOCC>CCOCC>[CH3:29][O:2][C:1]([CH2:4][CH2:5][CH2:6][CH2:7][CH2:8][CH:9]([C:16]1[C:21](=[O:22])[C:20]([CH3:23])=[C:19]([CH3:24])[C:18](=[O:25])[C:17]=1[CH3:26])[C:10]1[CH:11]=[CH:12][CH:13]=[CH:14][CH:15]=1)=[O:3] |f:1.2|. Procedure details: 6-(6-Carboxy-1-phenylhexyl)-2,3,5-trimethylbenzoquinone (29 g) was suspended in ether (500 ml). Diazomethane/ether solution was added until the raw material was disappeared on thin-layer chromatography. Then the ether layer was washed with water, dried over anhydrous sodium sulfate and concentrated. The concentrate was subjected to short column chromatography using silica gel (500 ml) and eluted with hexane/dichloromethane (1:1) to obtain 6-(6-methoxycarbonyl-1-phenylhexyl)-2,3,5-trimethylbenzoq... Run at time 30 minute. Procedure: 7-(3-t-Butoxycarbonylamino-4-methyl-1-pyrrolidinyl)-8-chloro-1-cyclopropyl-6-fluoro-1,4-dihydro-4-oxo-3-quinolinecarboxylic acid (0.35 g) was dissolved in the mixture of methanol (5 ml) and concentrated hydrochloric acid (5 ml) and stirred at room temperature for 30 minutes. After the reacting mixture was concentrated under reduced pressure, the resulting residue was dissolved in ethanol (10 ml) and neutralized with concentrated aqueous ammonia. The resulting precipitate was collected by filtrat... Reactants: C(C)(C)(C)OC(=O)NC1CN(CC1C)C1=C(C=C2C(C(=CN(C2=C1Cl)C1CC1)C(=O)O)=O)F (7-(3-t-Butoxycarbonylamino-4-methyl-1-pyrrolidinyl)-8-chloro-1-cyclopropyl-6-fluoro-1,4-dihydro-4-oxo-3-quinolinecarboxylic acid). Solvent: CO (methanol), Cl (hydrochloric acid). The product is NC1CN(CC1C)C1=C(C=C2C(C(=CN(C2=C1Cl)C1CC1)C(=O)O)=O)F (7-(3-Amino-4-methyl-1-pyrrolidinyl)-8-chloro-1-cyclopropyl-6-fluoro-1,4-dihydro-4-oxo-3-quinolinecarboxylic acid). RXN SMILES: C(OC([NH:8][CH:9]1[CH:13]([CH3:14])[CH2:12][N:11]([C:15]2[C:24]([Cl:25])=[C:23]3[C:18]([C:19](=[O:32])[C:20]([C:29]([OH:31])=[O:30])=[CH:21][N:22]3[CH:26]3[CH2:28][CH2:27]3)=[CH:17][C:16]=2[F:33])[CH2:10]1)=O)(C)(C)C>CO.Cl>[NH2:8][CH:9]1[CH:13]([CH3:14])[CH2:12][N:11]([C:15]2[C:24]([Cl:25])=[C:23]3[C:18]([C:19](=[O:32])[C:20]([C:29]([OH:31])=[O:30])=[CH:21][N:22]3[CH:26]3[CH2:28][CH2:27]3)=[CH:17][C:16]=2[F:33])[CH2:10]1. Isolated yield 25.3%. Starting materials: C1(=C(C=CC=C1)NC(NC1=CC=C(C=C1)CC(=O)O)=O)C ([4-(3-o-tolyl-ureido)-phenyl]-acetic acid), C(C1=CC=CC=C1)OC([C@@H](N)CC(C)C)=O (L-leucine benzyl ester), C=1C=CC2=C(C1)N=NN2O (HOBT), CCN=C=NCCCN(C)C.Cl (EDCl). The solvent is CN(C)C=O (DMF), C(C)N(CC)CC (triethylamine), O (water). Product: C(C1=CC=CC=C1)OC(C(CCC)(NC(CC1=CC=C(C=C1)NC(=O)NC1=C(C=CC=C1)C)=O)C)=O (Methyl-2-{2-[4-(3-o-tolyl-ureido)-phenyl]-acetylamino}-pentanoic acid benzyl ester). The yield is 77.7%. Reaction SMILES: [C:1]1([CH3:21])[CH:6]=[CH:5][CH:4]=[CH:3][C:2]=1[NH:7][C:8](=[O:20])[NH:9][C:10]1[CH:15]=[CH:14][C:13]([CH2:16][C:17]([OH:19])=O)=[CH:12][CH:11]=1.[CH2:22]([O:29][C:30](=[O:37])[C@H:31]([CH2:33][CH:34]([CH3:36])C)[NH2:32])[C:23]1[CH:28]=[CH:27][CH:26]=[CH:25][CH:24]=1.[CH:38]1C=CC2N(O)N=NC=2C=1.CCN=C=NCCCN(C)C.Cl>CN(C=O)C.O.C(N(CC)CC)C>[CH2:22]([O:29][C:30](=[O:37])[C:31]([CH3:38])([NH:32][C:17](=[O:19])[CH2:16][C:13]1[CH:12]=[CH:11][C:10]([NH:9][C:8]([NH:7][C:2]2[CH:3]=[CH:4][CH:5]=[CH:6][C:1]=2[CH3:21])=[O:20])=[CH:15][CH:14]=1)[CH2:33][CH2:34][CH3:36])[C:23]1[CH:24]=[CH:25][CH:26]=[CH:27][CH:28]=1 |f:3.4|. Procedure: To a stirred solution of [4-(3-o-tolyl-ureido)-phenyl]-acetic acid (3.0 g), L-leucine benzyl ester (4.2 g), triethylamine (1.6 ml), and HOBT (1.6 g) in dry DMF (50 ml) at room temperature was added EDCl (2.4 g). After 16 h the mixture was poured into water (400 ml) and extracted with EtOAc (400 ml×2). The combined organics were washed with 5% citric acid (100 ml); saturated NaHCO3 (100 ml); water (100 ml), brine (100 ml); dried over MgSO4; filtered, and concentrated under reduced pressure to abo...